From a dataset of the Open Reaction Database (ORD), a public repository of structured organic reaction records. describe an organic reaction: reactants, conditions, products, and yield Procedure: Sodium metabisulphate (131 g) in water (300 ml) was added to 1-(4-carbomethoxyphenyl)propan-2-one oxime (37.5 g) in methanol (200 ml) and the mixture refluxed for 6 hours. The reaction mixture was cooled, concentrated hydrochloric acid (100 ml) added, the mixture extracted with chloroform and the combined chloroform extracts washed with water followed by sodium bicarbonate solution. The chloroform layer was dried (MgSO4) and evaporated to give the title compound as an oil (bp 126°-129°/0.7 mm) w... Product: C(=O)(OC)C1=CC=C(C=C1)CC(C)=O (1-(4-Carbomethoxyphenyl)propan-2-one). Run in O (water), CO (methanol). Reactants: Cl (hydrochloric acid), S(=O)(=O)([O-])S(=O)(=O)[O-].[Na+].[Na+] (Sodium metabisulphate), C(=O)(OC)C1=CC=C(C=C1)CC(C)=NO (1-(4-carbomethoxyphenyl)propan-2-one oxime). Reaction SMILES: S(S([O-])(=O)=O)([O-])(=O)=[O:2].[Na+].[Na+].[C:11]([C:15]1[CH:20]=[CH:19][C:18]([CH2:21][C:22](=NO)[CH3:23])=[CH:17][CH:16]=1)([O:13][CH3:14])=[O:12].Cl>O.CO>[C:11]([C:15]1[CH:20]=[CH:19][C:18]([CH2:21][C:22](=[O:2])[CH3:23])=[CH:17][CH:16]=1)([O:13][CH3:14])=[O:12] |f:0.1.2|. The reactants are NC1=C(C(=NN1C)C=1N(C(=CN1)[N+](=O)[O-])C)C#N (5-amino-1-methyl-3-(1-methyl-5-nitro-2-imidazolyl)pyrazole-4-carbonitrile), CN1C(=NC=C1[N+](=O)[O-])C (1,2-dimethyl-5-nitroimidazole), S(=O)(=O)(OC)OC (dimethyl sulfate), [O-]CC.[Na+] (sodium ethoxide), CC=1NC(=CN1)[N+](=O)[O-] (2-methyl-5-nitroimidazole), CC=1NC(=CN1)[N+](=O)[O-] (2-methyl-5-nitroimidazole), C(C1=CC=CC=C1)=O (benzaldehyde). The solvent is C(C)O (ethanol), C1=CC=CC=C1 (benzene). Product: CN1C(=NC=C1[N+](=O)[O-])C=CC1=CC=CC=C1 (1-methyl-5-nitro-2-styrylimidazole). RXN SMILES: NC1N(C)N=[C:4]([C:8]2[N:9]([CH3:16])[C:10]([N+:13]([O-:15])=[O:14])=[CH:11][N:12]=2)[C:3]=1[C:17]#N.CC1NC([N+]([O-])=O)=CN=1.S(OC)(OC)(=O)=O.CN1C([N+]([O-])=O)=CN=C1C.C(=O)[C:46]1[CH:51]=[CH:50]C=[CH:48][CH:47]=1.[O-]CC.[Na+]>C(O)C.C1C=CC=CC=1>[CH3:16][N:9]1[C:10]([N+:13]([O-:15])=[O:14])=[CH:11][N:12]=[C:8]1[CH:4]=[CH:3][C:17]1[CH:50]=[CH:51][CH:46]=[CH:47][CH:48]=1 |f:5.6|. Procedure details: An exemplary starting compound, 5-amino-1-methyl-3-(1-methyl-5-nitro-2-imidazolyl)pyrazole-4-carbonitrile, is readily synthesized starting from commercially-available 2-methyl-5-nitroimidazole. The 2-methyl-5-nitroimidazole is allowed to react with a suitable alkylating agent, such as dimethyl sulfate, in a suitable solvent, for example benzene, to yield the compound identified as 1,2-dimethyl-5-nitroimidazole. This latter compound is in turn allowed to react with benzaldehyde in the presence of... Starting materials: Cl.NCC(=O)NC(C1=CC=CC=C1)C1=CC=C(C=C1)Cl (rac-2-amino-N-[(4-chloro-phenyl)-phenyl-methyl]-acetamide hydrochloride), ClC1=CC=C(S1)C(=O)O (5-chloro-2-thiophenecarboxylic acid). Procedure details: Prepared in analogy to example 1.12 from rac-2-amino-N-[(4-chloro-phenyl)-phenyl-methyl]-acetamide hydrochloride (Example 3.1) and 5-chloro-2-thiophenecarboxylic acid. Yields the product ClC1=CC=C(C=C1)C(C1=CC=CC=C1)NC(=O)CNC(=O)C=1SC(=CC1)Cl (rac-5-Chloro-thiophene-2-carboxylic acid ({[(4-chloro-phenyl)-phenyl-methyl]-carbamoyl}-methyl)-amide). Reaction SMILES: Cl.[NH2:2][CH2:3][C:4]([NH:6][CH:7]([C:14]1[CH:19]=[CH:18][C:17]([Cl:20])=[CH:16][CH:15]=1)[C:8]1[CH:13]=[CH:12][CH:11]=[CH:10][CH:9]=1)=[O:5].[Cl:21][C:22]1[S:26][C:25]([C:27](O)=[O:28])=[CH:24][CH:23]=1>>[Cl:20][C:17]1[CH:18]=[CH:19][C:14]([CH:7]([NH:6][C:4]([CH2:3][NH:2][C:27]([C:25]2[S:26][C:22]([Cl:21])=[CH:23][CH:24]=2)=[O:28])=[O:5])[C:8]2[CH:13]=[CH:12][CH:11]=[CH:10][CH:9]=2)=[CH:15][CH:16]=1 |f:0.1|. Starting materials: C(CC)#N (Propionitrile), O (Water), O-Toluic acid, [Li]C(C)CC (sec—BuLi). The solvent is C1CCOC1 (THF), C1CCOC1 (THF). Reaction conditions: time 16 hour. The product is C(C)C=1NC(C2=CC=CC=C2C1)=O (3-Ethyl-1-isoquinolone). The yield is 44.0%. Reaction SMILES: [Li][CH:2]([CH2:4][CH3:5])[CH3:3].[C:6](#[N:9])[CH2:7][CH3:8].[OH2:10]>C1COCC1>[CH2:4]([C:2]1[NH:9][C:6](=[O:10])[C:7]2[C:5]([CH:3]=1)=[CH:4][CH:2]=[CH:3][CH:8]=2)[CH3:5]. Procedure details: O-Toluic acid (2.0 g. 14.7 mmol) in THF (75 ml) was cooled to −78° and sec—BuLi (22.5 ml) added slowly. The resulting red solution was warmed to 0° for 30 min then cooled to −78°. Propionitrile (1.05 ml) in THF (10 ml) was added. the solution allowed to warm and stirred to RT for 16 h. Water (100 ml) was added and the product extracted into EtOAc (100 ml), washed with dilute HCl solution, water, brine, dried ((Na2SO4), and concentrated in vacuo. The crude product was purified by chromatography (... Reactants: C(=O)N1CCOCC1 (4-formylmorpholine), Cl (HCl), C(C)(CC)[Li] (sec-butyl lithium), FC=1C=C(C=CC1)C1=CC2=CC=CC=C2C=C1 (2-(3-fluorophenyl)naphthalene). Run in C1CCOC1 (THF), C1CCOC1 (THF), C1CCCCC1 (cyclohexane). Conditions: time 1 hour. The product is FC1=C(C=O)C=CC(=C1)C1=CC2=CC=CC=C2C=C1 (2-fluoro-4-naphthalene-2-yl-benzaldehyde). Isolated yield 59.7%. RXN SMILES: C([Li])(CC)C.[F:6][C:7]1[CH:8]=[C:9]([C:13]2[CH:22]=[CH:21][C:20]3[C:15](=[CH:16][CH:17]=[CH:18][CH:19]=3)[CH:14]=2)[CH:10]=[CH:11][CH:12]=1.[CH:23](N1CCOCC1)=[O:24].Cl>C1COCC1.C1CCCCC1>[F:6][C:7]1[CH:8]=[C:9]([C:13]2[CH:22]=[CH:21][C:20]3[C:15](=[CH:16][CH:17]=[CH:18][CH:19]=3)[CH:14]=2)[CH:10]=[CH:11][C:12]=1[CH:23]=[O:24]. Procedure: A 86.86 ml cyclohexane solution of sec-butyl lithium in a concentration of 1.01M was dropped into a 300 ml THF solution of 15.00 g (=67.49 mmol) of 2-(3-fluorophenyl)naphthalene at −70° C. After the dropping was finished, the reaction solution was stirred at the same temperature for 1 hour, added with a 150 ml THF solution of 10.88 g (=94.49 mmol) of 4-formylmorpholine through dropping and then slowly heated to room temperature. After being stirred for 18 hours, 25 ml of 6N HCl(aq) was dropped i... Starting materials: C1CCNCC1, C#CCOCc1ccccc1, C1CCOC1, [Cu]I, COC(=O)C1(N)CCC(c2ccc(Br)cc2)C1, O=C(O)C(O)C(O)C(=O)O, Cl[Pd]Cl, c1ccc(P(c2ccccc2)c2ccccc2)cc1, c1ccc(P(c2ccccc2)c2ccccc2)cc1. Yields the product COC(=O)C1(N)CCC(c2ccc(C#CCOCc3ccccc3)cc2)C1. RXN SMILES: [CH2:28]1[CH2:29][CH2:30][NH:31][CH2:32][CH2:33]1.[CH2:34]([C:35]#[CH:36])[O:37][CH2:38][c:39]1[cH:40][cH:41][cH:42][cH:43][cH:44]1.[CH2:88]1[O:89][CH2:90][CH2:91][CH2:92]1.[Cu:45][I:46].[NH2:1][C:2]1([C:14](=[O:15])[O:16][CH3:17])[CH2:3][CH:4]([c:7]2[cH:8][cH:9][c:10]([Br:13])[cH:11][cH:12]2)[CH2:5][CH2:6]1.[OH:18][CH:19]([C:20](=[O:21])[OH:22])[CH:23]([C:24](=[O:25])[OH:26])[OH:27].[Pd:47]([Cl:48])[Cl:49].[c:50]1([P:51]([c:52]2[cH:53][cH:54][cH:55][cH:56][cH:57]2)[c:58]2[cH:59][cH:60][cH:61][cH:62][cH:63]2)[cH:64][cH:65][cH:66][cH:67][cH:68]1.[c:69]1([P:70]([c:71]2[cH:72][cH:73][cH:74][cH:75][cH:76]2)[c:77]2[cH:78][cH:79][cH:80][cH:81][cH:82]2)[cH:83][cH:84][cH:85][cH:86][cH:87]1>>[NH2:1][C:2]1([C:14](=[O:15])[O:16][CH3:17])[CH2:3][CH:4]([c:7]2[cH:8][cH:9][c:10]([C:36]#[C:35][CH2:34][O:37][CH2:38][c:39]3[cH:40][cH:41][cH:42][cH:43][cH:44]3)[cH:11][cH:12]2)[CH2:5][CH2:6]1.